This data is from the Open Reaction Database (ORD), a public repository of structured organic reaction records. The task is: describe an organic reaction: reactants, conditions, products, and yield The reactants are C(CCC)=C1C(N(C(S1)=O)CCCOC=1C=2N(C=CC1)C=CN2)=O (5-butylidene-3-[3-(imidazo[1,2-a]pyridin-8-yloxy)propyl]thiazolidine-2,4-dione), Cl (hydrochloric acid). Run in CO (methanol). Yields the product Cl.C(CCC)=C1C(N(C(S1)=O)CCCOC=1C=2N(C=CC1)C=CN2)=O (5-butylidene-3-[3-(imidazo[1,2-a]pyridin-8-yloxy)propyl]thiazolidine-2,4-dione hydrochloride). As a reaction SMILES: [CH:1](=[C:5]1[S:9][C:8](=[O:10])[N:7]([CH2:11][CH2:12][CH2:13][O:14][C:15]2[C:16]3[N:17]([CH:21]=[CH:22][N:23]=3)[CH:18]=[CH:19][CH:20]=2)[C:6]1=[O:24])[CH2:2][CH2:3][CH3:4].[ClH:25]>CO>[ClH:25].[CH:1](=[C:5]1[S:9][C:8](=[O:10])[N:7]([CH2:11][CH2:12][CH2:13][O:14][C:15]2[C:16]3[N:17]([CH:21]=[CH:22][N:23]=3)[CH:18]=[CH:19][CH:20]=2)[C:6]1=[O:24])[CH2:2][CH2:3][CH3:4] |f:3.4|. Procedure details: To a solution of 1.07 g (3.10 mmol) of 5-butylidene-3-[3-(imidazo[1,2-a]pyridin-8-yloxy)propyl]thiazolidine-2,4-dione in 50 ml of methanol, 0.30 ml of concentrated hydrochloric acid was added. After the solvent was distilled off, the residue was washed with diethyl ether to yield 1.16 g (97.9%, light orange foamy substance) of the desired product. The reactants are CCOC(=O)Cc1cc2c(N=C3SCC4Cc5ccccc5CN34)cccc2cn1, Cl, [Na+], [OH-]. Product: O=C(O)Cc1cc2c(N=C3SCC4Cc5ccccc5CN34)cccc2cn1. Reaction SMILES: [CH2:1]([CH3:2])[O:3][C:4](=[O:5])[CH2:6][c:7]1[n:8][cH:9][c:10]2[cH:11][cH:12][cH:13][c:14]([N:17]=[C:18]3[S:19][CH2:20][CH:21]4[N:22]3[CH2:23][c:24]3[cH:25][cH:26][cH:27][cH:28][c:29]3[CH2:30]4)[c:15]2[cH:16]1.[ClH:33].[Na+:32].[OH-:31]>>[O:3]=[C:4]([OH:5])[CH2:6][c:7]1[n:8][cH:9][c:10]2[cH:11][cH:12][cH:13][c:14]([N:17]=[C:18]3[S:19][CH2:20][CH:21]4[N:22]3[CH2:23][c:24]3[cH:25][cH:26][cH:27][cH:28][c:29]3[CH2:30]4)[c:15]2[cH:16]1. The reactants are CO (MeOH), S1C(=NC2=C1C=CC=C2)N(C(=O)C=2C=CC=C1CCN(CC21)C=2SC(=C(N2)C(=O)OC(C)(C)C)CCCO)COCC[Si](C)(C)C (tert-butyl 2-(8-(benzo[d]thiazol-2-yl((2-(trimethylsilyl)ethoxy)methyl)carbamoyl)-3,4-dihydroisoquinolin-2(1H)-yl)-5-(3-hydroxypropyl)thiazole-4-carboxylate), Cl (HCl). Solvent: C(Cl)Cl (DCM), CCOCC (ether). Reaction conditions: time 8 hour. The product is S1C(=NC2=C1C=CC=C2)NC(=O)C=2C=CC=C1CCN(CC21)C=2SC(=C(N2)C(=O)O)CCCO (2-(8-(Benzo[d]thiazol-2-ylcarbamoyl)-3,4-dihydroisoquinolin-2(1H)-yl)-5-(3-hydroxypropyl)thiazole-4-carboxylic acid), Cl (HCl). RXN SMILES: [S:1]1[C:5]2[CH:6]=[CH:7][CH:8]=[CH:9][C:4]=2[N:3]=[C:2]1[N:10](COCC[Si](C)(C)C)[C:11]([C:13]1[CH:14]=[CH:15][CH:16]=[C:17]2[C:22]=1[CH2:21][N:20]([C:23]1[S:24][C:25]([CH2:35][CH2:36][CH2:37][OH:38])=[C:26]([C:28]([O:30]C(C)(C)C)=[O:29])[N:27]=1)[CH2:19][CH2:18]2)=[O:12].[ClH:47].CO>C(Cl)Cl.CCOCC>[S:1]1[C:5]2[CH:6]=[CH:7][CH:8]=[CH:9][C:4]=2[N:3]=[C:2]1[NH:10][C:11]([C:13]1[CH:14]=[CH:15][CH:16]=[C:17]2[C:22]=1[CH2:21][N:20]([C:23]1[S:24][C:25]([CH2:35][CH2:36][CH2:37][OH:38])=[C:26]([C:28]([OH:30])=[O:29])[N:27]=1)[CH2:19][CH2:18]2)=[O:12].[ClH:47]. Procedure: To a solution of tert-butyl 2-(8-(benzo[d]thiazol-2-yl((2-(trimethylsilyl)ethoxy)methyl)carbamoyl)-3,4-dihydroisoquinolin-2(1H)-yl)-5-(3-hydroxypropyl)thiazole-4-carboxylate (38E) (68 mg, 0.1 mmol) in DCM (2 mL) was added 2 mL of 2N HCl in ether. The mixture was stirred at rt overnight. MeOH (0.5 mL) was added to the mixture to dissolve the solid. The mixture was stirred at rt for another 2 hours. The reaction mixture was concentrated under reduced pressure to provide the desired product as an H... Starting materials: C(C1=CC=CC=C1)OC[C@@H]1CC[C@H](CC1)[C@]12OC[C@@H](N1C(CC2)=O)C2=CC=CC=C2 (trans-(3S,7aS)-7a-[4-(benzyloxymethyl)cyclohexyl]-3-phenyltetrahydropyrrolo[2,1-b]oxazol-5-one), [H-].[Al+3].[Li+].[H-].[H-].[H-] (lithium aluminum hydride), [Al+3].[Cl-].[Cl-].[Cl-] (AlCl3). The solvent is C1CCOC1 (THF), C1CCOC1 (THF), C1CCOC1 (THF). Reaction conditions: time 30 minute. Yields the product C1(=CC=CC=C1)CCO (2-phenylethanol). Reaction SMILES: [Al+3].[Cl-].[Cl-].[Cl-].[H-].[Al+3].[Li+].[H-].[H-].[H-].C(OC[C@H]1CC[C@H]([C@@]23CCC(=O)N2[C@@H:29]([C:35]2[CH:40]=[CH:39][CH:38]=[CH:37][CH:36]=2)[CH2:28][O:27]3)CC1)C1C=CC=CC=1>C1COCC1>[C:35]1([CH2:29][CH2:28][OH:27])[CH:40]=[CH:39][CH:38]=[CH:37][CH:36]=1 |f:0.1.2.3,4.5.6.7.8.9|. Procedure details: To a cooled (0° C.) mixture of anhydrous AlCl3 (4.70 g, 35 mmol) in THF (120 mL) is slowly added lithium aluminum hydride (4.34 g, 115 mmol), and the resulting mixture is stirred at the same temperature for 30 min. To the resulting stirred and cooled (−78° C.) THF mixture is added a solution of trans-(3S,7aS)-7a-[4-(benzyloxymethyl)cyclohexyl]-3-phenyltetrahydropyrrolo[2,1-b]oxazol-5-one (15.5 g, 38 mmol) in THF (80 mL) over 30 min. The resulting mixture is stirred at the same temperature for 1.... The reactants are CC(C)(C)[O-], Cc1c([N+](=O)[O-])cc[n+]([O-])c1C, Cl[Pd]Cl, [K+], OCC(F)(F)F. The product is Cc1c(OCC(F)(F)F)cc[n+]([O-])c1C. As a reaction SMILES: [CH3:13][C:14]([CH3:15])([O-:16])[CH3:17].[CH3:1][c:2]1[n+:3]([O-:12])[cH:4][cH:5][c:6]([N+:9]([O-:10])=[O:11])[c:7]1[CH3:8].[Cl:25][Pd:26][Cl:27].[K+:18].[OH:19][CH2:20][C:21]([F:22])([F:23])[F:24]>>[CH3:1][c:2]1[n+:3]([O-:12])[cH:4][cH:5][c:6]([O:19][CH2:20][C:21]([F:22])([F:23])[F:24])[c:7]1[CH3:8]. The reactants are CCC(CC)(c1ccc(CCC2(O[Si](C)(C)C)CCCC2)c(C)c1)c1ccc(B2OC(C)(C)C(C)(C)O2)c(C)c1, CN(C)C=O, COC(=O)Cc1cncc(Br)c1, [Cl-], [K+], [K+], [K+], [NH4+], O, O=P([O-])([O-])[O-], c1ccc(P(c2ccccc2)(c2ccccc2)[Pd](P(c2ccccc2)(c2ccccc2)c2ccccc2)(P(c2ccccc2)(c2ccccc2)c2ccccc2)P(c2ccccc2)(c2ccccc2)c2ccccc2)cc1. Yields the product CCC(CC)(c1ccc(CCC2(O[Si](C)(C)C)CCCC2)c(C)c1)c1ccc(-c2cncc(CC(=O)OC)c2)c(C)c1. RXN SMILES: [CH2:1]([CH3:2])[C:3]([CH2:4][CH3:5])([c:6]1[cH:7][c:8]([CH3:24])[c:9]([CH2:12][CH2:13][C:14]2([O:19][Si:20]([CH3:21])([CH3:22])[CH3:23])[CH2:15][CH2:16][CH2:17][CH2:18]2)[cH:10][cH:11]1)[c:25]1[cH:26][c:27]([CH3:40])[c:28]([B:31]2[O:32][C:33]([CH3:34])([CH3:35])[C:36]([CH3:37])([CH3:38])[O:39]2)[cH:29][cH:30]1.[CH3:141][N:142]([CH3:143])[CH:144]=[O:145].[CH3:41][O:42][C:43]([CH2:44][c:45]1[cH:46][n:47][cH:48][c:49]([Br:51])[cH:50]1)=[O:52].[Cl-:61].[K+:58].[K+:59].[K+:60].[NH4+:62].[OH2:140].[P:53]([O-:54])([O-:55])([O-:56])=[O:57].[cH:63]1[cH:64][cH:65][c:66]([P:67]([Pd:68]([P:69]([c:70]2[cH:71][cH:72][cH:73][cH:74][cH:75]2)([c:76]2[cH:77][cH:78][cH:79][cH:80][cH:81]2)[c:82]2[cH:83][cH:84][cH:85][cH:86][cH:87]2)([P:88]([c:89]2[cH:90][cH:91][cH:92][cH:93][cH:94]2)([c:95]2[cH:96][cH:97][cH:98][cH:99][cH:100]2)[c:101]2[cH:102][cH:103][cH:104][cH:105][cH:106]2)[P:107]([c:108]2[cH:109][cH:110][cH:111][cH:112][cH:113]2)([c:114]2[cH:115][cH:116][cH:117][cH:118][cH:119]2)[c:120]2[cH:121][cH:122][cH:123][cH:124][cH:125]2)([c:126]2[cH:127][cH:128][cH:129][cH:130][cH:131]2)[c:132]2[cH:133][cH:134][cH:135][cH:136][cH:137]2)[cH:138][cH:139]1>>[CH2:1]([CH3:2])[C:3]([CH2:4][CH3:5])([c:6]1[cH:7][c:8]([CH3:24])[c:9]([CH2:12][CH2:13][C:14]2([O:19][Si:20]([CH3:21])([CH3:22])[CH3:23])[CH2:15][CH2:16][CH2:17][CH2:18]2)[cH:10][cH:11]1)[c:25]1[cH:26][c:27]([CH3:40])[c:28](-[c:49]2[cH:48][n:47][cH:46][c:45]([CH2:44][C:43]([O:42][CH3:41])=[O:52])[cH:50]2)[cH:29][cH:30]1. Reactants: Cc1cc(C2CC2)[nH]c(=O)c1CN(C(=O)[O-])C(C)(C)C, CCOC(C)=O, CO, Cl, C1COCCO1. Product: Cl, Cc1cc(C2CC2)[nH]c(=O)c1CN. RXN SMILES: [CH3:1][C:2]([N:5]([C:3](=[O:4])[O-:6])[CH2:9][c:10]1[c:11](=[O:20])[nH:12][c:13]([CH:17]2[CH2:18][CH2:19]2)[cH:14][c:15]1[CH3:16])([CH3:7])[CH3:8].[CH3:21][CH2:22][O:23][C:24]([CH3:25])=[O:26].[CH3:34][OH:35].[ClH:27].[O:28]1[CH2:29][CH2:30][O:31][CH2:32][CH2:33]1>>[ClH:27].[NH2:5][CH2:9][c:10]1[c:11](=[O:20])[nH:12][c:13]([CH:17]2[CH2:18][CH2:19]2)[cH:14][c:15]1[CH3:16]. Reactants: C1(CC1)CN1[C@H]2[C@@]3(CC[C@H]([C@H]4[C@@]3(C=3C(=C(C=CC3C2)O)O4)CC1)NC(\C=C\C1=COC=C1)=O)O (17-Cyclopropylmethyl-3,14β-dihydroxy-4,5α-epoxy-6β-[-trans-3-(3-furyl)acrylamido]morphinan), O.O.C(C(=O)O)(=O)O (oxalic acid dihydrate). Run in O (H2O), CO (methanol). Yields the product C(C(=O)O)(=O)O.C1(CC1)CN1[C@H]2[C@@]3(CC[C@H]([C@H]4[C@@]3(C=3C(=C(C=CC3C2)O)O4)CC1)NC(\C=C\C1=COC=C1)=O)O (17-Cyclopropylmethyl-3,14β-dihydroxy-4,5α-epoxy-6β-[-trans-3-(3-furyl)acrylamido]morphinan oxalate). RXN SMILES: [CH:1]1([CH2:4][N:5]2[CH2:23][CH2:22][C@:12]34[C:13]5[C:14]6[O:21][C@H:11]3[C@H:10]([NH:24][C:25](=[O:33])/[CH:26]=[CH:27]/[C:28]3[CH:32]=[CH:31][O:30][CH:29]=3)[CH2:9][CH2:8][C@@:7]4([OH:34])[C@H:6]2[CH2:19][C:18]=5[CH:17]=[CH:16][C:15]=6[OH:20])[CH2:3][CH2:2]1.O.O.[C:37]([OH:42])(=[O:41])[C:38]([OH:40])=[O:39]>CO.O>[C:37]([OH:42])(=[O:41])[C:38]([OH:40])=[O:39].[CH:1]1([CH2:4][N:5]2[CH2:23][CH2:22][C@:12]34[C:13]5[C:14]6[O:21][C@H:11]3[C@H:10]([NH:24][C:25](=[O:33])/[CH:26]=[CH:27]/[C:28]3[CH:32]=[CH:31][O:30][CH:29]=3)[CH2:9][CH2:8][C@@:7]4([OH:34])[C@H:6]2[CH2:19][C:18]=5[CH:17]=[CH:16][C:15]=6[OH:20])[CH2:2][CH2:3]1 |f:1.2.3,6.7|. Reported procedure: Compound 19b was converted to its oxalic salt using one equivalent of oxalic acid dihydrate in methanol. Solubility: 24.0 mg/mL in H2O.